Dataset: the Open Reaction Database (ORD), a public repository of structured organic reaction records. Task: describe an organic reaction: reactants, conditions, products, and yield Starting materials: Cc1cc([N+](=O)[O-])ccc1Br, C=CC(=O)OC, CCC#N, CCN(C(C)C)C(C)C, CC(=O)[O-], CC(=O)[O-], [Pd+2], Cc1ccccc1P(c1ccccc1C)c1ccccc1C. Product: COC(=O)C=Cc1ccc([N+](=O)[O-])cc1C. As a reaction SMILES: [Br:1][c:2]1[c:3]([CH3:11])[cH:4][c:5]([N+:8](=[O:9])[O-:10])[cH:6][cH:7]1.[C:21]([CH:22]=[CH2:23])(=[O:24])[O:25][CH3:26].[C:49](#[N:50])[CH2:51][CH3:52].[CH:12]([N:13]([CH2:14][CH3:15])[CH:16]([CH3:17])[CH3:18])([CH3:19])[CH3:20].[O-:54][C:55]([CH3:56])=[O:57].[O-:58][C:59]([CH3:60])=[O:61].[Pd+2:53].[c:27]1([CH3:28])[cH:29][cH:30][cH:31][cH:32][c:33]1[P:34]([c:35]1[cH:36][cH:37][cH:38][cH:39][c:40]1[CH3:41])[c:42]1[cH:43][cH:44][cH:45][cH:46][c:47]1[CH3:48]>>[c:2]1([CH:23]=[CH:22][C:21](=[O:24])[O:25][CH3:26])[c:3]([CH3:11])[cH:4][c:5]([N+:8](=[O:9])[O-:10])[cH:6][cH:7]1. The reactants are COC=1C=C2C(=CC1OC)N=C(N=C2N)N3CCN(CC3)C(=O)C4=CC=CO4.Cl (prazosin hydrochloride), COC=1C=C2C(=CC1OC)N=C(N=C2N)N3CCN(CC3)C(=O)C4=CC=CO4.Cl (prazosin hydrochloride). The solvent is O (water), O (water). Reaction conditions: temperature 95 celsius. Yields the product COC=1C=C2C(=CC1OC)N=C(N=C2N)N3CCN(CC3)C(=O)C4=CC=CO4 (Prazosin). RXN SMILES: [CH3:1][O:2][C:3]1[CH:4]=[C:5]2[C:14]([NH2:15])=[N:13][C:12]([N:16]3[CH2:21][CH2:20][N:19]([C:22]([C:24]4[O:28][CH:27]=[CH:26][CH:25]=4)=[O:23])[CH2:18][CH2:17]3)=[N:11][C:6]2=[CH:7][C:8]=1[O:9][CH3:10].Cl>O>[CH3:1][O:2][C:3]1[CH:4]=[C:5]2[C:14]([NH2:15])=[N:13][C:12]([N:16]3[CH2:21][CH2:20][N:19]([C:22]([C:24]4[O:28][CH:27]=[CH:26][CH:25]=4)=[O:23])[CH2:18][CH2:17]3)=[N:11][C:6]2=[CH:7][C:8]=1[O:9][CH3:10] |f:0.1|. Reported procedure: To 500 ml. of water, 50 g. of the α-form of prazosin hydrochloride was added and the mixture stirred and heated to 95° C. for 2 hours. After cooling to about 50° C. the slurry was filtered, washed with water and dried in air for 48 hours to obtain 50.5 g. of prazosin hydrochloride polyhydrate containing 12.4% water. The infrared spectrum obtained with a KBr disc was identical to that shown in FIG. II. Starting materials: BrCCBr, CCO, COC(=O)C(Cc1ccc(O)cc1)NC(C)=CC(=O)c1ccccc1, [K+], [OH-]. Product: COC(=O)C(Cc1ccc(OCCBr)cc1)NC(C)=CC(=O)c1ccccc1. As a reaction SMILES: [Br:28][CH2:29][CH2:30][Br:31].[CH3:32][CH2:33][OH:34].[CH3:3][O:4][C:5]([CH:6]([CH2:7][c:8]1[cH:9][cH:10][c:11]([OH:14])[cH:12][cH:13]1)[NH:15][C:16](=[CH:17][C:18]([c:19]1[cH:20][cH:21][cH:22][cH:23][cH:24]1)=[O:25])[CH3:26])=[O:27].[K+:2].[OH-:1]>>[CH3:3][O:4][C:5]([CH:6]([CH2:7][c:8]1[cH:9][cH:10][c:11]([O:14][CH2:30][CH2:29][Br:28])[cH:12][cH:13]1)[NH:15][C:16](=[CH:17][C:18]([c:19]1[cH:20][cH:21][cH:22][cH:23][cH:24]1)=[O:25])[CH3:26])=[O:27].